From a dataset of the Open Reaction Database (ORD), a public repository of structured organic reaction records. describe an organic reaction: reactants, conditions, products, and yield Starting materials: ice water, FC=1C(=C(NCC)C=CC1F)OC (3,4-difluoro-N-ethyl-2-methoxyaniline), C(C)OC=C(C(=O)OCC)C(=O)OCC (diethyl ethoxymethylenemalonate), C(C)(=O)OC(C)=O (acetic anhydride), S(O)(O)(=O)=O (sulfuric acid). The product is FC=1C=C2C(C(=CN(C2=C(C1F)OC)CC)C(=O)OCC)=O (ethyl 6,7-difluoro-1-ethyl-8-methoxy-1,4-dihydro-4-oxoquinoline-3-carboxylate). The yield is 32.0%. Reaction SMILES: [F:1][C:2]1[C:3]([O:12][CH3:13])=[C:4]([CH:8]=[CH:9][C:10]=1[F:11])[NH:5][CH2:6][CH3:7].C(O[CH:17]=[C:18]([C:24]([O:26]CC)=O)[C:19]([O:21][CH2:22][CH3:23])=[O:20])C.C(OC(=O)C)(=O)C.S(=O)(=O)(O)O>>[F:11][C:10]1[CH:9]=[C:8]2[C:4](=[C:3]([O:12][CH3:13])[C:2]=1[F:1])[N:5]([CH2:6][CH3:7])[CH:17]=[C:18]([C:19]([O:21][CH2:22][CH3:23])=[O:20])[C:24]2=[O:26]. Procedure details: A mixture of 4.0 g (0.021 mole) of the 3,4-difluoro-N-ethyl-2-methoxyaniline (XIII) [prepared as described in Step (C3) above] and 5.54 g (0.026 mole) of diethyl ethoxymethylenemalonate was heated at 150°-160° C. for 9 hours. The mixture was then allowed to cool to room temperature, and 42 ml of acetic anhydride and 18 ml of concentrated sulfuric acid were then added, in that order. The reaction mixture was poured into ice-water to precipitate crystals, which were collected by filtration to give... The reactants are C(C)(=O)NC1=CC=C(C=C1)S(=O)(=O)Cl (4-acetamid obenzene-1-sulfonyl chloride), NC=1C=C(C=CC1)C1NC2=CC=C(C=C2CC1(C)C)C(=O)O (2-(3-aminophenyl)-3,3-dimethyl-1,2,3,4-tetrahydroquinoline-6-carboxylic acid), C(C)(=O)OCC (ethyl acetate). The solvent is petroleum ether, N1=CC=CC=C1 (pyridine). Reaction conditions: time 20 hour. Yields the product C(C)(=O)NC1=CC=C(C=C1)S(=O)(=O)NC=1C=C(C=CC1)C1NC2=CC=C(C=C2CC1(C)C)C(=O)O (2-(3-(4-acetamidophenylsulfonamido)phenyl)-3,3-dimethyl-1,2,3,4-tetrahydroquinoline-6-carboxylic acid). Yield: 50.7%. Reaction SMILES: [NH2:1][C:2]1[CH:3]=[C:4]([CH:8]2[C:17]([CH3:19])([CH3:18])[CH2:16][C:15]3[C:10](=[CH:11][CH:12]=[C:13]([C:20]([OH:22])=[O:21])[CH:14]=3)[NH:9]2)[CH:5]=[CH:6][CH:7]=1.[C:23]([NH:26][C:27]1[CH:32]=[CH:31][C:30]([S:33](Cl)(=[O:35])=[O:34])=[CH:29][CH:28]=1)(=[O:25])[CH3:24].C(OCC)(=O)C>N1C=CC=CC=1>[C:23]([NH:26][C:27]1[CH:28]=[CH:29][C:30]([S:33]([NH:1][C:2]2[CH:3]=[C:4]([CH:8]3[C:17]([CH3:18])([CH3:19])[CH2:16][C:15]4[C:10](=[CH:11][CH:12]=[C:13]([C:20]([OH:22])=[O:21])[CH:14]=4)[NH:9]3)[CH:5]=[CH:6][CH:7]=2)(=[O:35])=[O:34])=[CH:31][CH:32]=1)(=[O:25])[CH3:24]. Procedure: 2-(3-aminophenyl)-3,3-dimethyl-1,2,3,4-tetrahydroquinoline-6-carboxylic acid (100 mg, 0.34 mmol) was dissolved in 2 mL of dry pyridine under nitrogen. Then 4-acetamid obenzene-1-sulfonyl chloride (209 mg, 0.85 mmol) was added drop wise to the reaction mixture. The reaction mixture was allowed to stir for 20 h. Thin layer chromatography (petroleum ether:ethyl acetate=1:1, Rf=0.5) showed the reaction was complete. Pyridine was removed in vacuo and the residue was purified by column chromatography ... The reactants are hydrochloride salt, BrC1=CC=CC=2CC(OC21)CNC ((±)-[(7-bromo-2,3-dihydro-1-benzofuran-2-yl)methyl]methylamine), COC=1C=C(C=CC1)B(O)O (3-methoxyphenylboronic acid). Product: CNCC1OC2=C(C1)C=CC=C2C2=CC(=CC=C2)OC (N-methyl-1-[7-(3-methoxyphenyl)-2,3-dihydro-1-benzofuran-2-yl]methanamine). Reaction SMILES: Br[C:2]1[C:10]2[O:9][CH:8]([CH2:11][NH:12][CH3:13])[CH2:7][C:6]=2[CH:5]=[CH:4][CH:3]=1.[CH3:14][O:15][C:16]1[CH:17]=[C:18](B(O)O)[CH:19]=[CH:20][CH:21]=1>>[CH3:13][NH:12][CH2:11][CH:8]1[CH2:7][C:6]2[CH:5]=[CH:4][CH:3]=[C:2]([C:20]3[CH:19]=[CH:18][CH:17]=[C:16]([O:15][CH3:14])[CH:21]=3)[C:10]=2[O:9]1. Reported procedure: The title compound was prepared (0.41 g, 49%) following the general procedure of Example 154 as a white solid, hydrochloride salt from (±)-[(7-bromo-2,3-dihydro-1-benzofuran-2-yl)methyl]methylamine (0.200 g, 0.826 mmol) and 3-methoxyphenylboronic acid (0.188 g, 1.24 mmol). mp 148-151° C. Starting materials: ClC1=NC(=C(C(=N1)N1C(COCC1)CO)OC)Cl ([4-(2,6-dichloro-5-methoxy-pyrimidin-4-yl)-morpholin-3-yl]-methanol), [Cl-].[Li+] (lithium chloride). The solvent is CN(C)C=O (DMF). Run at temperature 160 celsius. Yields the product ClC1=NC(=C(C(=N1)Cl)O)N1C(COCC1)CO (2,4-dichloro-6-(3-hydroxymethyl-morpholin-4-yl)-pyrimidin-5-ol). As a reaction SMILES: [Cl:1][C:2]1[N:7]=[C:6]([N:8]2[CH2:13][CH2:12][O:11][CH2:10][CH:9]2[CH2:14][OH:15])[C:5]([O:16]C)=[C:4]([Cl:18])[N:3]=1.[Cl-].[Li+]>CN(C=O)C>[Cl:1][C:2]1[N:3]=[C:4]([Cl:18])[C:5]([OH:16])=[C:6]([N:8]2[CH2:13][CH2:12][O:11][CH2:10][CH:9]2[CH2:14][OH:15])[N:7]=1 |f:1.2|. Procedure: A mixture of [4-(2,6-dichloro-5-methoxy-pyrimidin-4-yl)-morpholin-3-yl]-methanol (614 mg, 2.09 mmol) and lithium chloride (246 mg, 5.80 mmol) in anhydrous DMF (5 mL) was heated at 160° C. for 10 mins in a microwave reactor, then concentrated in vacuo to give 2,4-dichloro-6-(3-hydroxymethyl-morpholin-4-yl)-pyrimidin-5-ol. DIAD (452 μL, 2.3 mmol) was added to a solution of 2,4-dichloro-6-(3-hydroxymethyl-morpholin-4-yl)-pyrimidin-5-ol (2 mmol) and triphenyl phosphine (603 mg, 2.3 mmol) in 1,4-diox...